From a dataset of the Open Reaction Database (ORD), a public repository of structured organic reaction records. describe an organic reaction: reactants, conditions, products, and yield The reactants are COC=1C=C2C=CNC(C2=CC1)=O (6-Methoxy-2H-isoquinolin-1-one), B(Br)(Br)Br (boron tribromide). The solvent is ClCCl (dichloromethane). Run at time 18 hour. The product is OC=1C=C2C=CNC(C2=CC1)=O (6-Hydroxy-2H-isoquinolin-1-one). Yield: 83.9%. RXN SMILES: C[O:2][C:3]1[CH:4]=[C:5]2[C:10](=[CH:11][CH:12]=1)[C:9](=[O:13])[NH:8][CH:7]=[CH:6]2.B(Br)(Br)Br>ClCCl>[OH:2][C:3]1[CH:4]=[C:5]2[C:10](=[CH:11][CH:12]=1)[C:9](=[O:13])[NH:8][CH:7]=[CH:6]2. Procedure details: 2.54 g of 6-Methoxy-2H-isoquinolin-1-one (65) were dissolved in 50 mL of dry dichloromethane and at 0° C. 2.74 mL of boron tribromide were carefully added. The mixture was allowed to stir at room temperature for 18 h and was then poured on ice/water. The organic layer was separated, washed with brine, dried over sodium sulphate and evaporated to dryness. The crude material was purified by silica gel chromatography to yield 1.96 g of the desired product. Starting materials: FC1=C(C(=CC=C1)F)N1C(C=CC2=C1N=C(N=C2C=2C=C(C(=O)O)C=CC2C)SC)=O (3-[8-(2,6-difluorophenyl)-2-(methylthio)-7-oxo-7,8-dihydropyrido[2,3-d]pyrimidin-4-yl]-4-methylbenzoic acid), CC1(NC(CC(C1)N)(C)C)C (2,2,6,6-tetramethyl-4-piperidinamine), C1(=CC=CC=C1)CCN (2-phenylethanamine), amide. Product: FC1=C(C(=CC=C1)F)N1C(C=CC2=C1N=C(N=C2C=2C=C(C(=O)NCCC1=CC=CC=C1)C=CC2C)NC2CC(NC(C2)(C)C)(C)C)=O (3-{8-(2,6-difluorophenyl)-7-oxo-2-[(2,2,6,6-tetramethyl-4-piperidinyl)amino]-7,8-dihydropyrido[2,3-d]pyrimidin-4-yl}-4-methyl-N-(2-phenylethyl)benzamide). As a reaction SMILES: [F:1][C:2]1[CH:7]=[CH:6][CH:5]=[C:4]([F:8])[C:3]=1[N:9]1[C:14]2[N:15]=[C:16](SC)[N:17]=[C:18]([C:19]3[CH:20]=[C:21]([CH:25]=[CH:26][C:27]=3[CH3:28])[C:22]([OH:24])=O)[C:13]=2[CH:12]=[CH:11][C:10]1=[O:31].[C:32]1([CH2:38][CH2:39][NH2:40])[CH:37]=[CH:36][CH:35]=[CH:34][CH:33]=1.[CH3:41][C:42]1([CH3:51])[CH2:47][CH:46]([NH2:48])[CH2:45][C:44]([CH3:50])([CH3:49])[NH:43]1>>[F:1][C:2]1[CH:7]=[CH:6][CH:5]=[C:4]([F:8])[C:3]=1[N:9]1[C:14]2[N:15]=[C:16]([NH:48][CH:46]3[CH2:47][C:42]([CH3:51])([CH3:41])[NH:43][C:44]([CH3:50])([CH3:49])[CH2:45]3)[N:17]=[C:18]([C:19]3[CH:20]=[C:21]([CH:25]=[CH:26][C:27]=3[CH3:28])[C:22]([NH:40][CH2:39][CH2:38][C:32]3[CH:37]=[CH:36][CH:35]=[CH:34][CH:33]=3)=[O:24])[C:13]=2[CH:12]=[CH:11][C:10]1=[O:31]. Procedure details: The title compound is prepared from 3-[8-(2,6-difluorophenyl)-2-(methylthio)-7-oxo-7,8-dihydropyrido[2,3-d]pyrimidin-4-yl]-4-methylbenzoic acid by following the procedures in Example 19 using 2-phenylethanamine for the amide formation and 2,2,6,6-tetramethyl-4-piperidinamine for the displacement reaction: LC-MS m/z 651 (M+H)+, 1.87 min (ret time).